Task: describe an organic reaction: reactants, conditions, products, and yield. Dataset: the Open Reaction Database (ORD), a public repository of structured organic reaction records Starting materials: BrC1=CC=C2C=NN(C2=C1)C1=NC(=NC=C1)N (4-(6-bromo-1H-indazol-1-yl)pyrimidin-2-amine), N1N=CC(=C1)C(C)(C#C)O (2-(1H-pyrazol-4-yl)but-3-yn-2-ol). Reaction conditions: time 1 hour. The product is NC1=NC=CC(=N1)N1N=CC2=CC=C(C=C12)C#CC(C)(O)C=1C=NNC1 (4-[1-(2-aminopyrimidin-4-yl)-1H-indazol-6-yl]-2-(1H-pyrazol-4-yl)but-3-yn-2-ol). RXN SMILES: Br[C:2]1[CH:10]=[C:9]2[C:5]([CH:6]=[N:7][N:8]2[C:11]2[CH:16]=[CH:15][N:14]=[C:13]([NH2:17])[N:12]=2)=[CH:4][CH:3]=1.[NH:18]1[CH:22]=[C:21]([C:23]([OH:27])([C:25]#[CH:26])[CH3:24])[CH:20]=[N:19]1>>[NH2:17][C:13]1[N:12]=[C:11]([N:8]2[C:9]3[C:5](=[CH:4][CH:3]=[C:2]([C:26]#[C:25][C:23]([C:21]4[CH:22]=[N:18][NH:19][CH:20]=4)([OH:27])[CH3:24])[CH:10]=3)[CH:6]=[N:7]2)[CH:16]=[CH:15][N:14]=1. Procedure details: The title compound was prepared by the procedure described in Example 2 (Step 2-b) by reacting 4-(6-bromo-1H-indazol-1-yl)pyrimidin-2-amine with 2-(1H-pyrazol-4-yl)but-3-yn-2-ol. The reaction was carried out at 75° C. for 1 hr: 1H NMR (500 MHz, DMSO) delta 1.81 (3H, s), 5.95 (1 H, br. s.), 6.93-7.17 (3H, m), 7.38 (1H, d, J=9.30 Hz), 7.70 (2H, br. s.), 7.88 (1H, d, J=8.35 Hz), 8.31 (1H, d, J=5.52 Hz), 8.49 (1H, s), 8.91 (1H, s), 12.71 (1H, br. s.); LC-MS: m/z=+346.50 (M+H)+. Starting materials: C(C(=O)OCC)(=O)OCC (diethyl oxalate), N(CCO)CCO (diethanolamine). The solvent is C(CCC)O (n-butanol), C(CCC)O (n-butanol). Conditions: temperature 22 celsius, time 30 minute. The product is OCCN1C(C(OCC1)=O)=O (4(2-hydroxyethyl)morpholine-2,3-dione), white crystals. Yield: 73.4%. As a reaction SMILES: [C:1]([O:8][CH2:9][CH3:10])(=[O:7])[C:2]([O:4]CC)=O.[NH:11](CCO)[CH2:12][CH2:13][OH:14]>C(O)CCC>[OH:14][CH2:13][CH2:12][N:11]1[CH2:10][CH2:9][O:8][C:1](=[O:7])[C:2]1=[O:4]. Reported procedure: A 4(2-hydroxyethyl)morpholine-2,3-dione was prepared by charging 125 g diethyl oxalate and 80 g n-butanol into a suitable reaction vessel and heated to 22° C. under nitrogen blanket. A mixture of 89.9 g diethanolamine and 72 g n-butanol was slowly charged into the reaction vessel while maintaining the reaction mixture below 50° C. After stirring for 30 minutes, the reaction mixture was refluxed for one hour and then allowed to stand at room temperature for 16 hours. The product was collected by ...